This data is from the Open Reaction Database (ORD), a public repository of structured organic reaction records. The task is: describe an organic reaction: reactants, conditions, products, and yield Solvent: C(C)O (ethanol). Reactants: O (water), [OH-].[Na+] (sodium hydroxide), C(C)(=O)OCC1=C(C=C(C(=C1)C)COC(C)=O)OCCC(CCCC(C)C)C (2,5-bis(acetoxymethyl)-1-(3,7-dimethyloctyl-oxy)-4-methylbenzene), O (water), CCCCCC (hexane). Reaction conditions: temperature 45 celsius, time 2.5 hour. Reaction SMILES: [OH-:1].[Na+].C(O[CH2:7][C:8]1[CH:13]=[C:12](C)[C:11]([CH2:15][O:16]C(=O)C)=[CH:10][C:9]=1[O:20][CH2:21][CH2:22][CH:23]([CH3:30])[CH2:24][CH2:25][CH2:26][CH:27]([CH3:29])[CH3:28])(=O)C.[OH2:31].[CH3:32]CCCCC>C(O)C>[OH:1][CH2:7][C:8]1[CH:13]=[C:12]([O:31][CH3:32])[C:11]([CH2:15][OH:16])=[CH:10][C:9]=1[O:20][CH2:21][CH2:22][CH:23]([CH3:30])[CH2:24][CH2:25][CH2:26][CH:27]([CH3:29])[CH3:28] |f:0.1|. Product: OCC1=C(C=C(C(=C1)OC)CO)OCCC(CCCC(C)C)C (2,5-bis(hydroxymethyl)-1-(3,7-dimethyloctyl-oxy)-4-methoxybenzene). Procedure details: In a 3 l four-neck flask with condenser and precision glass stirrer, 144.9 g (3.62 mol) of sodium hydroxide were dissolved in 1800 ml of ethanol. After addition of 370 g (0.91 mol) of 2,5-bis(acetoxymethyl)-1-(3,7-dimethyloctyl-oxy)-4-methylbenzene, the mixture was stirred at room temperature for 3 h and at 45° C. for 2.5 h. The mixture was poured onto 2000 ml of water, and the solid which formed was filtered, stirred 3 times with water and filtered again. From the mother liquor, a second fracti... Starting materials: C1CCOC1, CC1(C)OC(=O)C(CCNc2ccc(S(=O)(=O)Nc3nccs3)cc2)O1, O, Cc1ccc(S(=O)(=O)O)cc1. Product: O=C1C(O)CCN1c1ccc(S(=O)(=O)Nc2nccs2)cc1. Reaction SMILES: [CH2:39]1[O:40][CH2:41][CH2:42][CH2:43]1.[CH3:1][C:2]1([CH3:25])[O:3][C:4](=[O:26])[CH:5]([CH2:7][CH2:8][NH:9][c:10]2[cH:11][cH:12][c:13]([S:16](=[O:17])(=[O:18])[NH:19][c:20]3[s:21][cH:22][cH:23][n:24]3)[cH:14][cH:15]2)[O:6]1.[OH2:27].[c:28]1([CH3:29])[cH:30][cH:31][c:32]([S:33]([OH:34])(=[O:35])=[O:36])[cH:37][cH:38]1>>[O:3]=[C:4]1[CH:5]([OH:6])[CH2:7][CH2:8][N:9]1[c:10]1[cH:11][cH:12][c:13]([S:16](=[O:17])(=[O:18])[NH:19][c:20]2[s:21][cH:22][cH:23][n:24]2)[cH:14][cH:15]1.